The task is: describe an organic reaction: reactants, conditions, products, and yield. This data is from the Open Reaction Database (ORD), a public repository of structured organic reaction records. Starting materials: CC12CCC(C(=O)O1)N(S(=O)(=O)c1ccc(OCc3ccccc3)cc1)C2, C[O-], CO, Cl, Cl, NO, NO, [Na+]. Product: CC1(O)CCC(C(=O)NO)N(S(=O)(=O)c2ccc(OCc3ccccc3)cc2)C1. RXN SMILES: [CH2:1]([c:2]1[cH:3][cH:4][cH:5][cH:6][cH:7]1)[O:8][c:9]1[cH:10][cH:11][c:12]([S:15](=[O:16])(=[O:17])[N:18]2[CH:19]3[C:20](=[O:27])[O:21][C:22]([CH3:26])([CH2:23]2)[CH2:24][CH2:25]3)[cH:13][cH:14]1.[CH3:28][O-:29].[CH3:36][OH:37].[ClH:31].[ClH:38].[NH2:32][OH:33].[NH2:34][OH:35].[Na+:30]>>[CH2:1]([c:2]1[cH:3][cH:4][cH:5][cH:6][cH:7]1)[O:8][c:9]1[cH:10][cH:11][c:12]([S:15](=[O:16])(=[O:17])[N:18]2[CH:19]([C:20](=[O:27])[NH:32][OH:33])[CH2:25][CH2:24][C:22]([OH:21])([CH3:26])[CH2:23]2)[cH:13][cH:14]1. The reactants are crude material, CN(S(=O)(=O)C)C1=C(C=CC(=C1)[N+](=O)[O-])C(=O)N1CCOCC1 (N-methyl-N-(2-(morpholine-4-carbonyl)-5-nitrophenyl)methanesulfonamide), [Cl-].[NH4+] (ammonium chloride), C1CCOC1 (THF). The reagents and catalysts are [Zn] (zinc). Run in CO (MeOH). Conditions: time 16 hour. Yields the product NC=1C=CC(=C(C1)N(S(=O)(=O)C)C)C(=O)N1CCOCC1 (N-(5-Amino-2-(morpholine-4-carbonyl)phenyl)-N-methylmethanesulfonamide). Isolated yield 73.8%. RXN SMILES: [CH3:1][N:2]([C:7]1[CH:12]=[C:11]([N+:13]([O-])=O)[CH:10]=[CH:9][C:8]=1[C:16]([N:18]1[CH2:23][CH2:22][O:21][CH2:20][CH2:19]1)=[O:17])[S:3]([CH3:6])(=[O:5])=[O:4].[Cl-].[NH4+].C1COCC1>CO.[Zn]>[NH2:13][C:11]1[CH:10]=[CH:9][C:8]([C:16]([N:18]2[CH2:19][CH2:20][O:21][CH2:22][CH2:23]2)=[O:17])=[C:7]([N:2]([CH3:1])[S:3]([CH3:6])(=[O:5])=[O:4])[CH:12]=1 |f:1.2|. Reported procedure: A suspension of N-methyl-N-(2-(morpholine-4-carbonyl)-5-nitrophenyl)methanesulfonamide (101.3 mg, 0.295 mmol), zinc (193 mg, 2.95 mmol), ammonium chloride (158 mg, 2.95 mmol) in MeOH (0.5 mL), and THF (0.5 mL) was stirred at room temperature for 16 h. The crude material was loaded onto a silica gel cartridge and dried in vacuo. The dry cartridge was then connected to an ISCO cartridge, eluting with 2-10% MeOH in CH2Cl2 to give the desired product as white solid (68.2 mg, 74% yield). LCMS: (M+H)+... Reactants: CC(=NO)c1ccc(NC(=O)CN)c(C(=NO)c2ccccc2F)c1, [Na+], [OH-]. The product is CC(=NO)c1ccc(N)c(C(=NO)c2ccccc2F)c1. Reaction SMILES: [NH2:1][CH2:2][C:3](=[O:4])[NH:5][c:6]1[c:7]([C:16]([c:17]2[c:18]([F:23])[cH:19][cH:20][cH:21][cH:22]2)=[N:24][OH:25])[cH:8][c:9]([C:12]([CH3:13])=[N:14][OH:15])[cH:10][cH:11]1.[Na+:27].[OH-:26]>>[NH2:5][c:6]1[c:7]([C:16]([c:17]2[c:18]([F:23])[cH:19][cH:20][cH:21][cH:22]2)=[N:24][OH:25])[cH:8][c:9]([C:12]([CH3:13])=[N:14][OH:15])[cH:10][cH:11]1. The reactants are C1(=CC2=CC=C3C=CC4=CC=C5C=CC6=CC=C1C1=C6C5=C4C3=C21)C(=O)CCC(=O)O (3-coronenoyl propionic acid), hydrated hydrazine, [OH-].[Na+] (NaOH). Run in C(COCCO)O (diethylene glycol). Conditions: temperature 180 celsius. Yields the product C1(=CC2=CC=C3C=CC4=CC=C5C=CC6=CC=C1C1=C6C5=C4C3=C21)CCCC(=O)O (4-coronenyl butyric acid). The yield is 86.0%. Reaction SMILES: [C:1]1([C:25]([CH2:27][CH2:28][C:29]([OH:31])=[O:30])=O)[C:18]2[C:19]3[C:24]4[C:3](=[CH:4][CH:5]=[C:6]5[C:23]=4[C:22]4[C:9](=[CH:10][CH:11]=[C:12]6[C:21]=4[C:20]=3[C:15](=[CH:16][CH:17]=2)[CH:14]=[CH:13]6)[CH:8]=[CH:7]5)[CH:2]=1.[OH-].[Na+]>C(O)COCCO>[C:1]1([CH2:25][CH2:27][CH2:28][C:29]([OH:31])=[O:30])[C:18]2[C:19]3[C:24]4[C:3](=[CH:4][CH:5]=[C:6]5[C:23]=4[C:22]4[C:9](=[CH:10][CH:11]=[C:12]6[C:21]=4[C:20]=3[C:15](=[CH:16][CH:17]=2)[CH:14]=[CH:13]6)[CH:8]=[CH:7]5)[CH:2]=1 |f:1.2|. Procedure details: The Huang-Minlon method was used essentially as described in Clar and Zanders (1958), with modifications to increase the overall yield of the acid: 3-coronenoyl propionic acid (100mg), 80% hydrated hydrazine (74.8 μl), NaOH (60mg), and diethylene glycol (249μl) were combined in a 5ml round-bottomed flask. The mixture was refluxed for 90 minutes at 180° C, then water and excess hydrazine hydrate were distilled off until the temperature rose to 200° C. The mixture was refluxed for an additional 3.... Reactants: O (water), COC(=O)C1N(C(CCC1)OC)C(=O)OCC1=CC=CC=C1 (6-Methoxy-piperidine-1,2-dicarboxylic acid 1-benzyl ester 2-methyl ester), COC(=O)C1N(C(CCC1)OC)C(=O)OCC1=CC=CC=C1 (6-Methoxy-piperidine-1,2-dicarboxylic acid 1-benzyl ester 2-methyl ester), C(C=C)[Si](C)(C)C (allyltrimethylsilane). Reagents/catalysts: Cl[Ti](Cl)(Cl)Cl (TiCl4). Run in C(Cl)Cl (CH2Cl2), [Cl-].[Na+].O (brine), C(Cl)Cl (CH2Cl2). Conditions: temperature -78 celsius, time 2 hour. Product: COC(=O)C1N(C(CCC1)CC=C)C(=O)OCC1=CC=CC=C1 (6-Allyl-piperidine-1,2-dicarboxylic Acid 1-Benzyl Ester 2-Methyl Ester). The yield is 84.6%. As a reaction SMILES: [CH3:1][O:2][C:3]([CH:5]1[CH2:10][CH2:9][CH2:8][CH:7](OC)[N:6]1[C:13]([O:15][CH2:16][C:17]1[CH:22]=[CH:21][CH:20]=[CH:19][CH:18]=1)=[O:14])=[O:4].[CH2:23]([Si](C)(C)C)[CH:24]=[CH2:25].O>C(Cl)Cl.[Cl-].[Na+].O.Cl[Ti](Cl)(Cl)Cl>[CH3:1][O:2][C:3]([CH:5]1[CH2:10][CH2:9][CH2:8][CH:7]([CH2:25][CH:24]=[CH2:23])[N:6]1[C:13]([O:15][CH2:16][C:17]1[CH:18]=[CH:19][CH:20]=[CH:21][CH:22]=1)=[O:14])=[O:4] |f:4.5.6|. Procedure: 6-Methoxy-piperidine-1,2-dicarboxylic acid 1-benzyl ester 2-methyl ester (Compound 233, 1.04 g, 3.39 mmol) was dissolved in CH2Cl2 (10 mL), and the solution was cooled to −78° C. using dry ice-acetone bath. 1M TiCl4 solution in CH2Cl2 (3.7 mL) was added dropwise over a 1-minute period, followed by allyltrimethylsilane (1.61 mL, 10.14 mmol). The bath was changed to water, and the reaction mixture was stirred for 2 hours. The reaction mixture was poured into brine (50 ml) and extracted with CHCl3 ... The reactants are CN(S(OC1=C(C=C(C(=C1)OC)OC)C=CC#N)(=O)=O)C (2-(2-cyanovinyl)-4,5-dimethoxyphenyl dimethylsulphamate), ice, mixture, Cl (HCl), [BH4-].[Na+] (sodium borohydride), CO (methanol), [BH4-].[Na+] (sodium borohydride). The solvent is C1CCOC1 (THF), O (water), C1CCOC1 (THF). Reaction conditions: temperature 50 celsius, time 8 hour. Yields the product CN(S(OC1=C(C=C(C(=C1)OC)OC)CCC#N)(=O)=O)C (2-(2-Cyanoethyl)-4,5-dimethoxyphenyl dimethylsulphamate). Isolated yield 93.8%. RXN SMILES: [BH4-].[Na+].[CH3:3][N:4]([CH3:23])[S:5](=[O:22])(=[O:21])[O:6][C:7]1[CH:12]=[C:11]([O:13][CH3:14])[C:10]([O:15][CH3:16])=[CH:9][C:8]=1[CH:17]=[CH:18][C:19]#[N:20].CO.Cl>C1COCC1.O>[CH3:23][N:4]([CH3:3])[S:5](=[O:21])(=[O:22])[O:6][C:7]1[CH:12]=[C:11]([O:13][CH3:14])[C:10]([O:15][CH3:16])=[CH:9][C:8]=1[CH2:17][CH2:18][C:19]#[N:20] |f:0.1|. Reported procedure: Disperse 6.7 g (0.177 mol) of sodium borohydride in 150 ml of THF. Pour in dropwise a suspension of 18.4 g (0.059 mol) of 2-(2-cyanovinyl)-4,5-dimethoxyphenyl dimethylsulphamate in 200 ml of THF. Pour in dropwise 48 ml of methanol. Heat for 3 h at 50° C. and then cool and add 1 g (0.026 mol) of sodium borohydride. Heat the reaction mixture at 50° C. for 1 h and then stir overnight at ambient temperature. Hydrolyse by pouring into the reaction mixture 60 ml of aqueous 4N HCl solution while mainta... Solvent: CN(C=O)C (dimethylformamide). Starting materials: BrC1=CC=C(C=C1)NC1=NC2=CC=C(C=C2C=N1)O (2-[(4-bromophenyl)amino]quinazolin-6-ol), C[Si](C)(C)[N-][Si](C)(C)C.[K+] (potassiumbis(trimethylsilyl)amide), ClC1=CC(=NC=C1)C(=O)NC (4-chloro(2-pyridyl)-N-methylcarboxamide), C([O-])([O-])=O.[K+].[K+] (Potassium carbonate). As a reaction SMILES: [Br:1][C:2]1[CH:7]=[CH:6][C:5]([NH:8][C:9]2[N:18]=[CH:17][C:16]3[C:11](=[CH:12][CH:13]=[C:14]([OH:19])[CH:15]=3)[N:10]=2)=[CH:4][CH:3]=1.C[Si]([N-][Si](C)(C)C)(C)C.[K+].Cl[C:31]1[CH:36]=[CH:35][N:34]=[C:33]([C:37]([NH:39][CH3:40])=[O:38])[CH:32]=1.C(=O)([O-])[O-].[K+].[K+]>CN(C)C=O>[Br:1][C:2]1[CH:3]=[CH:4][C:5]([NH:8][C:9]2[N:18]=[CH:17][C:16]3[C:11](=[CH:12][CH:13]=[C:14]([O:19][C:31]4[CH:36]=[CH:35][N:34]=[C:33]([C:37]([NH:39][CH3:40])=[O:38])[CH:32]=4)[CH:15]=3)[N:10]=2)=[CH:6][CH:7]=1 |f:1.2,4.5.6|. Product: BrC1=CC=C(C=C1)NC1=NC2=CC=C(C=C2C=N1)OC1=CC(=NC=C1)C(=O)NC (4-{2-[(4-bromophenyl)amino]quinazolin-6-yloxy}-(2-pyridyl)-N-methylcarboxamide). The yield is 70.0%. Procedure: The mixture containing 2-[(4-bromophenyl)amino]quinazolin-6-ol (1 eq), potassiumbis(trimethylsilyl)amide (4eq) was stirred in dimethylformamide for 10 min at room temperature. To this mixture was added (4-chloro(2-pyridyl)-N-methylcarboxamide (1 eq) and Potassium carbonate (1.2 eq) and microwaved for 6 mins at 170° C. The reaction mixture was then concentrated and partitioned between ethyl acetate and water. The organic layer was separated and washed with brine, dried, filtered and concentrated.... Reactants: Clc1ccc(Br)nc1, O=C([O-])[O-], Cc1ccccc1, CCO, [Na+], [Na+], Cc1ccc(B(O)O)cc1, c1ccc(P(c2ccccc2)(c2ccccc2)[Pd](P(c2ccccc2)(c2ccccc2)c2ccccc2)(P(c2ccccc2)(c2ccccc2)c2ccccc2)P(c2ccccc2)(c2ccccc2)c2ccccc2)cc1. Product: Cc1ccc(-c2ccc(Cl)cn2)cc1. As a reaction SMILES: [Br:1][c:2]1[n:3][cH:4][c:5]([Cl:8])[cH:6][cH:7]1.[C:19](=[O:20])([O-:21])[O-:22].[CH3:25][c:26]1[cH:27][cH:28][cH:29][cH:30][cH:31]1.[CH3:32][CH2:33][OH:34].[Na+:23].[Na+:24].[c:9]1([CH3:18])[cH:10][cH:11][c:12]([B:15]([OH:16])[OH:17])[cH:13][cH:14]1.[cH:35]1[cH:36][cH:37][c:38]([P:39]([Pd:40]([P:41]([c:42]2[cH:43][cH:44][cH:45][cH:46][cH:47]2)([c:48]2[cH:49][cH:50][cH:51][cH:52][cH:53]2)[c:54]2[cH:55][cH:56][cH:57][cH:58][cH:59]2)([P:60]([c:61]2[cH:62][cH:63][cH:64][cH:65][cH:66]2)([c:67]2[cH:68][cH:69][cH:70][cH:71][cH:72]2)[c:73]2[cH:74][cH:75][cH:76][cH:77][cH:78]2)[P:79]([c:80]2[cH:81][cH:82][cH:83][cH:84][cH:85]2)([c:86]2[cH:87][cH:88][cH:89][cH:90][cH:91]2)[c:92]2[cH:93][cH:94][cH:95][cH:96][cH:97]2)([c:98]2[cH:99][cH:100][cH:101][cH:102][cH:103]2)[c:104]2[cH:105][cH:106][cH:107][cH:108][cH:109]2)[cH:110][cH:111]1>>[c:2]1(-[c:12]2[cH:11][cH:10][c:9]([CH3:18])[cH:14][cH:13]2)[n:3][cH:4][c:5]([Cl:8])[cH:6][cH:7]1.